Dataset: the Open Reaction Database (ORD), a public repository of structured organic reaction records. Task: describe an organic reaction: reactants, conditions, products, and yield Starting materials: [Br-], C1CCOC1, [Li]CCCC, COc1ccc2c(c1)C(=O)c1cccnc1CO2, CCCCCC, CCOC(C)=O, C[P+](c1ccccc1)(c1ccccc1)c1ccccc1, [Cl-], [NH4+]. Yields the product C=C1c2cc(OC)ccc2OCc2ncccc21. As a reaction SMILES: [Br-:38].[CH2:59]1[O:60][CH2:61][CH2:62][CH2:63]1.[CH2:7]([Li:8])[CH2:9][CH2:10][CH3:11].[CH3:12][O:13][c:14]1[cH:15][cH:16][c:17]2[c:18]([cH:29]1)[C:19](=[O:28])[c:20]1[c:21]([n:24][cH:25][cH:26][cH:27]1)[CH2:22][O:23]2.[CH3:1][CH2:2][CH2:3][CH2:4][CH2:5][CH3:6].[CH3:32][CH2:33][O:34][C:35](=[O:36])[CH3:37].[CH3:39][P+:40]([c:41]1[cH:42][cH:43][cH:44][cH:45][cH:46]1)([c:47]1[cH:48][cH:49][cH:50][cH:51][cH:52]1)[c:53]1[cH:54][cH:55][cH:56][cH:57][cH:58]1.[Cl-:30].[NH4+:31]>>[CH2:1]=[C:19]1[c:18]2[c:17]([cH:16][cH:15][c:14]([O:13][CH3:12])[cH:29]2)[O:23][CH2:22][c:21]2[c:20]1[cH:27][cH:26][cH:25][n:24]2. Starting materials: C1CCOC1, O=C(O)c1cc([N+](=O)[O-])n[nH]1. Product: O=[N+]([O-])c1cc(CO)[nH]n1. Reaction SMILES: [CH2:12]1[O:13][CH2:14][CH2:15][CH2:16]1.[N+:1](=[O:2])([O-:3])[c:4]1[n:5][nH:6][c:7]([C:9](=[O:10])[OH:11])[cH:8]1>>[N+:1](=[O:2])([O-:3])[c:4]1[n:5][nH:6][c:7]([CH2:9][OH:10])[cH:8]1.